This data is from the Open Reaction Database (ORD), a public repository of structured organic reaction records. The task is: describe an organic reaction: reactants, conditions, products, and yield Starting materials: FC1=C(C(=C(C=C1)[N+](=O)[O-])OC)F (1,2-difluoro-3-(methyloxy)-4-nitrobenzene), CS(=O)C (dimethylsulfoxide), C(C)(C)N1CCNCC1 (isopropyl piperazine), C([O-])([O-])=O.[K+].[K+] (potassium carbonate). The solvent is O (water). Conditions: temperature 70 celsius, time 8 hour. The product is FC1=C(C=CC(=C1OC)[N+](=O)[O-])N1CCN(CC1)C(C)C (1-[2-fluoro-3-(methyloxy)-4-nitrophenyl]-4-(1-methylethyl)piperazine). The yield is 103.6%. RXN SMILES: F[C:2]1[CH:7]=[CH:6][C:5]([N+:8]([O-:10])=[O:9])=[C:4]([O:11][CH3:12])[C:3]=1[F:13].CS(C)=O.[CH:18]([N:21]1[CH2:26][CH2:25][NH:24][CH2:23][CH2:22]1)([CH3:20])[CH3:19].C(=O)([O-])[O-].[K+].[K+]>O>[F:13][C:3]1[C:4]([O:11][CH3:12])=[C:5]([N+:8]([O-:10])=[O:9])[CH:6]=[CH:7][C:2]=1[N:24]1[CH2:25][CH2:26][N:21]([CH:18]([CH3:20])[CH3:19])[CH2:22][CH2:23]1 |f:3.4.5|. Procedure: A pressure flask was charged with 1,2-difluoro-3-(methyloxy)-4-nitrobenzene (3.5 g, 18.5 mmol), dimethylsulfoxide (100 mL), isopropyl piperazine (5.41 mL, 22.2 mmol) and potassium carbonate (5.1 g, 37.04 mmol). The resulting slurry was warmed to 70° C. and stirred overnight. The next morning, the orange solution was poured into water and extracted with diethyl ether. The organic layer was dried over sodium sulfate, taken to a residue under reduced pressure, and purified via chromatography on SiO... The reactants are COc1ccc2[nH]cc(-c3cc4cccnc4n3S(=O)(=O)c3ccc(C)cc3)c2c1, CN(C)C=O, CCOC(=O)CCl, [H-], [Na+]. Product: CCOC(=O)Cn1cc(-c2cc3cccnc3n2S(=O)(=O)c2ccc(C)cc2)c2cc(OC)ccc21. RXN SMILES: [CH3:1][O:2][c:3]1[cH:4][c:5]2[c:6](-[c:12]3[cH:13][c:14]4[c:15]([n:16][cH:17][cH:18][cH:19]4)[n:20]3[S:21](=[O:22])(=[O:23])[c:24]3[cH:25][cH:26][c:27]([CH3:30])[cH:28][cH:29]3)[cH:7][nH:8][c:9]2[cH:10][cH:11]1.[CH3:40][N:41]([CH3:42])[CH:43]=[O:44].[Cl:33][CH2:34][C:35](=[O:36])[O:37][CH2:38][CH3:39].[H-:31].[Na+:32]>>[CH3:1][O:2][c:3]1[cH:4][c:5]2[c:6](-[c:12]3[cH:13][c:14]4[c:15]([n:16][cH:17][cH:18][cH:19]4)[n:20]3[S:21](=[O:22])(=[O:23])[c:24]3[cH:25][cH:26][c:27]([CH3:30])[cH:28][cH:29]3)[cH:7][n:8]([CH2:34][C:35](=[O:36])[O:37][CH2:38][CH3:39])[c:9]2[cH:10][cH:11]1. Reactants: CI, CC(C)=O, CCOC(=O)c1cnc2n(c1=O)CCC2. Yields the product [I-], CCOC(=O)c1c[n+](C)c2n(c1=O)CCC2. RXN SMILES: [CH3:16][I:17].[CH3:18][C:19](=[O:20])[CH3:21].[O:1]=[c:2]1[c:3]([C:11](=[O:12])[O:13][CH2:14][CH3:15])[cH:4][n:5][c:6]2[n:7]1[CH2:8][CH2:9][CH2:10]2>>[I-:17].[O:1]=[c:2]1[c:3]([C:11](=[O:12])[O:13][CH2:14][CH3:15])[cH:4][n+:5]([CH3:16])[c:6]2[n:7]1[CH2:8][CH2:9][CH2:10]2. Starting materials: ClC=1C=CC(=C(C(=O)C2=CC=CC=C2)C1)N1C(=NN=C1CN(C)C)CO (5-chloro-2-[3-(hydroxymethyl)-5-[(dimethylamino)methyl]-4H-1,2,4-triazol-4-yl]benzophenone), [I-].[K+] (potassium iodide), [OH-].[Na+] (sodium hydroxide), CS(=O)(=O)Cl (methane sulfonylchloride), C(C=C)N (allylamine). Run in C(Cl)Cl (methylene chloride). Conditions: time 0.5 hour. Product: ClC=1C=CC(=C(C(=O)C2=CC=CC=C2)C1)N1C(=NN=C1CN(C)C)CNCC=C (5-chloro-2-[3-[(allylamino)methyl]-5-[(dimethylamino)methyl]-4H-1,2,4-triazol-4-yl]benzophenone). As a reaction SMILES: [Cl:1][C:2]1[CH:3]=[CH:4][C:5]([N:16]2[C:20]([CH2:21][N:22]([CH3:24])[CH3:23])=[N:19][N:18]=[C:17]2[CH2:25]O)=[C:6]([CH:15]=1)[C:7]([C:9]1[CH:14]=[CH:13][CH:12]=[CH:11][CH:10]=1)=[O:8].CS(Cl)(=O)=O.[CH2:32]([NH2:35])[CH:33]=[CH2:34].[I-].[K+].[OH-].[Na+]>C(Cl)Cl>[Cl:1][C:2]1[CH:3]=[CH:4][C:5]([N:16]2[C:20]([CH2:21][N:22]([CH3:24])[CH3:23])=[N:19][N:18]=[C:17]2[CH2:25][NH:35][CH2:32][CH:33]=[CH2:34])=[C:6]([CH:15]=1)[C:7]([C:9]1[CH:14]=[CH:13][CH:12]=[CH:11][CH:10]=1)=[O:8] |f:3.4,5.6|. Reported procedure: A solution of 1.01 g. (3.00 mmole) of 5-chloro-2-[3-(hydroxymethyl)-5-[(dimethylamino)methyl]-4H-1,2,4-triazol-4-yl]benzophenone in 15 ml. of methylene chloride and cooled to 0° C. is treated dropwise with 0.378 g. (3.30 mmole) of methane sulfonylchloride. The mixture is stirred for 1/2 hour, poured onto ice, and extracted with a saturated aqueous sodium bicarbonate solution. The organic layer is removed, dried with anhydrous sodium sulfate and concentrated in vacuo to an oil. This resulting oil... Reported procedure: 5-(2-Methoxyethylamino)-3-methyl-7-(2-methylbenzo[d]oxazol-6-yl)pyrido[4,3-d]pyrimidin-4(3H)-one was synthesized, as described in Example 9, from 6-bromo-2-methylbenzo[d]oxazole and 7-chloro-5-(2-methoxyethylamino)-3-methylpyrido[4,3-d]pyrimidin-4(3H)-one. After purification by preparatory LC/MS, it was partially decomposed to N-(2-hydroxy-4-(5-(2-methoxyethylamino)-3-methyl-4-oxo-3,4-dihydropyrido[4,3-d]pyrimidin-7-yl)phenyl)acetamide. The two compounds are separated again by preparatory TLC. Yields the product COCCNC1=NC(=CC=2N=CN(C(C21)=O)C)C2=CC1=C(N=C(O1)C)C=C2 (5-(2-Methoxyethylamino)-3-methyl-7-(2-methylbenzo[d]oxazol-6-yl)pyrido[4,3-d]pyrimidin-4(3H)-one). Reactants: BrC1=CC2=C(N=C(O2)C)C=C1 (6-bromo-2-methylbenzo[d]oxazole), ClC1=CC=2N=CN(C(C2C(=N1)NCCOC)=O)C (7-chloro-5-(2-methoxyethylamino)-3-methylpyrido[4,3-d]pyrimidin-4(3H)-one). Reaction SMILES: Br[C:2]1[CH:11]=[CH:10][C:5]2[N:6]=[C:7]([CH3:9])[O:8][C:4]=2[CH:3]=1.Cl[C:13]1[N:22]=[C:21]([NH:23][CH2:24][CH2:25][O:26][CH3:27])[C:20]2[C:19](=[O:28])[N:18]([CH3:29])[CH:17]=[N:16][C:15]=2[CH:14]=1>>[CH3:27][O:26][CH2:25][CH2:24][NH:23][C:21]1[C:20]2[C:19](=[O:28])[N:18]([CH3:29])[CH:17]=[N:16][C:15]=2[CH:14]=[C:13]([C:2]2[CH:11]=[CH:10][C:5]3[N:6]=[C:7]([CH3:9])[O:8][C:4]=3[CH:3]=2)[N:22]=1.